Dataset: the Open Reaction Database (ORD), a public repository of structured organic reaction records. Task: describe an organic reaction: reactants, conditions, products, and yield The reactants are COC1=C(C=CC(=C1)OC)C(C(C)(C)C1=CC=C(C=C1)OC)=O (1-(2,4-dimethoxyphenyl)-2-(4-methoxyphenyl)-2-methylpropan-1-one), OC1=C(C=CC(=C1)OC)C(C(C)(C)C1=CC=C(C=C1)OC)=O (1-(2-hydroxy-4-methoxyphenyl)-2-(4-methoxyphenyl)-2-methylpropan-1-one). Product: COC=1C=CC(=C(C1)O)CC(C)(C)C1=CC=C(C=C1)OC (5-Methoxy-2-[2-(4-methoxyphenyl)-2-methylpropyl]phenol). Reaction SMILES: C[O:2][C:3]1[CH:8]=[C:7]([O:9][CH3:10])[CH:6]=[CH:5][C:4]=1[C:11](=O)[C:12]([C:15]1[CH:20]=[CH:19][C:18]([O:21][CH3:22])=[CH:17][CH:16]=1)([CH3:14])[CH3:13].OC1C=C(OC)C=CC=1C(=O)C(C1C=CC(OC)=CC=1)(C)C>>[CH3:10][O:9][C:7]1[CH:6]=[CH:5][C:4]([CH2:11][C:12]([C:15]2[CH:16]=[CH:17][C:18]([O:21][CH3:22])=[CH:19][CH:20]=2)([CH3:14])[CH3:13])=[C:3]([OH:2])[CH:8]=1. Procedure details: Synthesized from 1-(2,4-dimethoxyphenyl)-2-(4-methoxyphenyl)-2-methylpropan-1-one according to an analogous synthetic method to Preparation Example 192 described below, 1-(2-hydroxy-4-methoxyphenyl)-2-(4-methoxyphenyl)-2-methylpropan-1-one (2.9 g) was used according to an analogous synthetic method to Preparation Example 185 described below to provide the title compound (1.9 g). Starting materials: COc1ccc(O)c(NC(=O)CBr)c1, O=C([O-])[O-], CN(C)C=O, CCOC(C)=O, [K+], [K+]. Product: COc1ccc2c(c1)NC(=O)CO2. RXN SMILES: [Br:1][CH2:2][C:3](=[O:4])[NH:5][c:6]1[c:7]([OH:14])[cH:8][cH:9][c:10]([O:12][CH3:13])[cH:11]1.[C:15](=[O:16])([O-:17])[O-:18].[CH3:21][N:22]([CH3:23])[CH:24]=[O:25].[CH3:26][CH2:27][O:28][C:29](=[O:30])[CH3:31].[K+:19].[K+:20]>>[CH2:2]1[C:3](=[O:4])[NH:5][c:6]2[c:7]([cH:8][cH:9][c:10]([O:12][CH3:13])[cH:11]2)[O:14]1. Starting materials: BrC=1C(=NC=C(C(=O)NC2=CC=C(C=C2)OC(F)(F)F)C1)N1C[C@@H](CC1)O ((R)-5-Bromo-6-(3-hydroxypyrrolidin-1-yl)-N-(4-(trifluoromethoxy)phenyl)nicotinamide), OCC1=CC=C(C=N1)B(O)O ((6-(hydroxymethyl)pyridin-3-yl)boronic acid), C(=O)(O)[O-].[Na+] (NaHCO3). Reagents/catalysts: Cl[Pd]([P](C1=CC=CC=C1)(C2=CC=CC=C2)C3=CC=CC=C3)([P](C4=CC=CC=C4)(C5=CC=CC=C5)C6=CC=CC=C6)Cl (Pd(PPh3)2Cl2). Run in CCOC(=O)C (EtOAc), COCCOC (DME). Reaction conditions: temperature 90 celsius, time 2 hour. Product: OCC1=CC=C(C=N1)C=1C(=NC=C(C1)C(=O)NC1=CC=C(C=C1)OC(F)(F)F)N1C[C@@H](CC1)O ((R)-6′-(Hydroxymethyl)-2-(3-hydroxypyrrolidin-1-yl)-N-(4-(trifluoromethoxy)phenyl)-[3,3′-bipyridine]-5-carboxamide). As a reaction SMILES: Br[C:2]1[C:3]([N:22]2[CH2:26][CH2:25][C@@H:24]([OH:27])[CH2:23]2)=[N:4][CH:5]=[C:6]([CH:21]=1)[C:7]([NH:9][C:10]1[CH:15]=[CH:14][C:13]([O:16][C:17]([F:20])([F:19])[F:18])=[CH:12][CH:11]=1)=[O:8].[OH:28][CH2:29][C:30]1[N:35]=[CH:34][C:33](B(O)O)=[CH:32][CH:31]=1.C([O-])(O)=O.[Na+]>COCCOC.CCOC(C)=O.Cl[Pd](Cl)([P](C1C=CC=CC=1)(C1C=CC=CC=1)C1C=CC=CC=1)[P](C1C=CC=CC=1)(C1C=CC=CC=1)C1C=CC=CC=1>[OH:28][CH2:29][C:30]1[N:35]=[CH:34][C:33]([C:2]2[C:3]([N:22]3[CH2:26][CH2:25][C@@H:24]([OH:27])[CH2:23]3)=[N:4][CH:5]=[C:6]([C:7]([NH:9][C:10]3[CH:15]=[CH:14][C:13]([O:16][C:17]([F:20])([F:18])[F:19])=[CH:12][CH:11]=3)=[O:8])[CH:21]=2)=[CH:32][CH:31]=1 |f:2.3,^1:58,77|. Reported procedure: (R)-5-Bromo-6-(3-hydroxypyrrolidin-1-yl)-N-(4-(trifluoromethoxy)phenyl)nicotinamide (Stage 35.1, 89 mg, 0.2 mmol) and (6-(hydroxymethyl)pyridin-3-yl)boronic acid (61.2 mg, 0.4 mmol) were dissolved in DME (0.8 mL). A solution of 2 M NaHCO3 (0.3 mL, 0.6 mmol) was added, the RM was flushed with argon, heated to 90° C. and treated with Pd(PPh3)2Cl2 (14.0 mg, 0.02 mmol). The RM was stirred under argon at 95° C. for 2 h in a sealed pressure safe tube. After cooling to RT, the RM was dissolved in EtOAc... Reaction conditions: temperature 150 celsius. Reported procedure: A mixture of 1-{[6-chloro-2-(trifluoromethyl)imidazo[1,2-b]pyridazin-3-yl]methyl}-4-propylpyrrolidin-2-one 30 (400 mg, 1.11 mmol) and sodium methanethiolate (155 mg, 2.22 mmol, 2.2 eq) in THF is heated in a microwave apparatus (300 W, Tmax 150° C.) during 15 minutes. After cooling to room temperature, hydrolysis (15 ml of water), extraction (ethyl acetate, 3×15 ml), the cumulated organic layers are dried over MgSO4, flitered and condensed under reduce pressure to afford an oil which is purified ... Run in C1CCOC1 (THF). Product: CSC=1C=CC=2N(N1)C(=C(N2)C(F)(F)F)CN2C(CC(C2)CCC)=O (1-{[6-(methylthio)-2-(trifluoromethyl)imidazo[1,2-b]pyridazin-3-yl]methyl}-4-propylpyrrolidin-2-one). Yield: 26.0%. Starting materials: ClC=1C=CC=2N(N1)C(=C(N2)C(F)(F)F)CN2C(CC(C2)CCC)=O (1-{[6-chloro-2-(trifluoromethyl)imidazo[1,2-b]pyridazin-3-yl]methyl}-4-propylpyrrolidin-2-one), C[S-].[Na+] (sodium methanethiolate), O (water), C(C)(=O)OCC (ethyl acetate). RXN SMILES: Cl[C:2]1[CH:3]=[CH:4][C:5]2[N:6]([C:8]([CH2:15][N:16]3[CH2:20][CH:19]([CH2:21][CH2:22][CH3:23])[CH2:18][C:17]3=[O:24])=[C:9]([C:11]([F:14])([F:13])[F:12])[N:10]=2)[N:7]=1.[CH3:25][S-:26].[Na+].O.C(OCC)(=O)C>C1COCC1>[CH3:25][S:26][C:2]1[CH:3]=[CH:4][C:5]2[N:6]([C:8]([CH2:15][N:16]3[CH2:20][CH:19]([CH2:21][CH2:22][CH3:23])[CH2:18][C:17]3=[O:24])=[C:9]([C:11]([F:14])([F:13])[F:12])[N:10]=2)[N:7]=1 |f:1.2|.